Task: describe an organic reaction: reactants, conditions, products, and yield. Dataset: the Open Reaction Database (ORD), a public repository of structured organic reaction records The reactants are C(CC(O)(C(=O)O)CC(=O)O)(=O)O (citric acid), C1CCOC1 (THF), [OH-].[Na+] (NaOH), C(C1=CC=CC=C1)OC(=O)C1=C(C2=CC=CC=C2C=C1)OCC1=CC=CC=C1 (1-Benzyloxy-naphthalene-2-carboxylic acid benzyl ester). Run in O (H2O). Yields the product C(C1=CC=CC=C1)OC1=C(C=CC2=CC=CC=C12)C(=O)O (1-Benzyloxy-naphthalene-2-carboxylic Acid). RXN SMILES: C1COCC1.[OH-].[Na+].C([O:15][C:16]([C:18]1[CH:27]=[CH:26][C:25]2[C:20](=[CH:21][CH:22]=[CH:23][CH:24]=2)[C:19]=1[O:28][CH2:29][C:30]1[CH:35]=[CH:34][CH:33]=[CH:32][CH:31]=1)=[O:17])C1C=CC=CC=1.C(O)(=O)CC(CC(O)=O)(C(O)=O)O>O>[CH2:29]([O:28][C:19]1[C:20]2[C:25](=[CH:24][CH:23]=[CH:22][CH:21]=2)[CH:26]=[CH:27][C:18]=1[C:16]([OH:17])=[O:15])[C:30]1[CH:31]=[CH:32][CH:33]=[CH:34][CH:35]=1 |f:1.2|. Reported procedure: Method slightly modified, THF (30 mL) instead of MeOH and 5M NaOH (32 mL) were added to the rbf containing compound 1-Benzyloxy-naphthalene-2-carboxylic acid benzyl ester (1.40 g, 3.80 mmol). A condenser was added and the mixture was refluxed for 9 hours. The mixture was diluted with H2O (100 mL) and citric acid (17.70 g, 92.12 mmol) was added to pH-4. Extracted with CH2Cl2 (3×100 mL), washed with H2O (2×150 mL) and saturated NaCl (1×150 mL). NMR showed final product with small percent of starti... Reactants: C=CCCC(=O)OCC, B1C2CCCC1CCC2, CC(C)(C)C(=O)Nc1cc(Cl)nc(NC(=O)C(C)(C)C)n1, [K+], [K+], O=C([O-])[O-], CC(=O)[O-], CC(=O)[O-], CN(C)C=O, [Pd+2]. Product: CCOC(=O)CCCCc1cc(NC(=O)C(C)(C)C)nc(NC(=O)C(C)(C)C)n1. Reaction SMILES: [C:1]([CH2:2][CH2:3][CH:4]=[CH2:5])(=[O:6])[O:7][CH2:8][CH3:9].[CH:10]12[CH2:11][CH2:12][CH2:13][CH:14]([BH:15]1)[CH2:16][CH2:17][CH2:18]2.[Cl:19][c:20]1[n:21][c:22]([NH:33][C:34]([C:35]([CH3:36])([CH3:37])[CH3:38])=[O:39])[n:23][c:24]([NH:26][C:27]([C:28]([CH3:29])([CH3:30])[CH3:31])=[O:32])[cH:25]1.[K+:40].[K+:41].[O-:42][C:43]([O-:44])=[O:45].[O-:47][C:48]([CH3:49])=[O:50].[O-:51][C:52]([CH3:53])=[O:54].[O:55]=[CH:56][N:57]([CH3:58])[CH3:59].[Pd+2:46]>>[C:1]([CH2:2][CH2:3][CH2:4][CH2:5][c:20]1[n:21][c:22]([NH:33][C:34]([C:35]([CH3:36])([CH3:37])[CH3:38])=[O:39])[n:23][c:24]([NH:26][C:27]([C:28]([CH3:29])([CH3:30])[CH3:31])=[O:32])[cH:25]1)(=[O:6])[O:7][CH2:8][CH3:9]. Procedure: To a solution of 6.39 g (24.4 mmol) of 7-(4-tert-butylphenyl)-2-methyl-1H-indene in 200 ml of ether 9.80 ml (24.5 mmol) of 2.5 M nBuLi in hexanes was added in one portion at −40° C. This mixture was stirred overnight at room temperature, then cooled to −40° C., and 150 mg of CuCN was added. The resulting mixture was stirred for 1 h at −20° C., then cooled to −40° C., and a solution of 10.5 g (20.0 mmol) of chloro[6-isopropyl-2-methyl-5-(pentafluorophenoxy)-4-phenyl-1H-inden-1-yl]dimethylsilane i... The yield is 52.5%. Conditions: time 8 hour. The solvent is CCOCC (ether), O (water), hexanes, CCOCC (ether). Reactants: Cl[Si](C)(C)C1C(=CC2=C(C(=C(C=C12)C(C)C)OC1=C(C(=C(C(=C1F)F)F)F)F)C1=CC=CC=C1)C (chloro[6-isopropyl-2-methyl-5-(pentafluorophenoxy)-4-phenyl-1H-inden-1-yl]dimethylsilane), C(C)(C)(C)C1=CC=C(C=C1)C=1C=CC=C2C=C(CC12)C (7-(4-tert-butylphenyl)-2-methyl-1H-indene), [Li]CCCC (nBuLi), C(#N)[Cu] (CuCN). The product is C(C)(C)(C)C1=CC=C(C=C1)C1=C2C=C(C(C2=CC=C1)[Si](C)(C)C1C(=CC2=C(C(=C(C=C12)C(C)C)OC1=C(C(=C(C(=C1F)F)F)F)F)C1=CC=CC=C1)C)C ([4-(4-tert-Butylphenyl)-2-methyl-1H-inden-1-yl][6-isopropyl-2-methyl-5-(pentafluoro phenoxy)-4-phenyl-1H-inden-1-yl]dimethylsilane). RXN SMILES: [C:1]([C:5]1[CH:10]=[CH:9][C:8]([C:11]2[CH:12]=[CH:13][CH:14]=[C:15]3[C:19]=2[CH2:18][C:17]([CH3:20])=[CH:16]3)=[CH:7][CH:6]=1)([CH3:4])([CH3:3])[CH3:2].[Li]CCCC.C([Cu])#N.Cl[Si:30]([CH:33]1[C:41]2[C:36](=[C:37]([C:57]3[CH:62]=[CH:61][CH:60]=[CH:59][CH:58]=3)[C:38]([O:45][C:46]3[C:51]([F:52])=[C:50]([F:53])[C:49]([F:54])=[C:48]([F:55])[C:47]=3[F:56])=[C:39]([CH:42]([CH3:44])[CH3:43])[CH:40]=2)[CH:35]=[C:34]1[CH3:63])([CH3:32])[CH3:31]>CCOCC.O>[C:1]([C:5]1[CH:10]=[CH:9][C:8]([C:11]2[CH:12]=[CH:13][CH:14]=[C:15]3[C:19]=2[CH:18]=[C:17]([CH3:20])[CH:16]3[Si:30]([CH:33]2[C:41]3[C:36](=[C:37]([C:57]4[CH:62]=[CH:61][CH:60]=[CH:59][CH:58]=4)[C:38]([O:45][C:46]4[C:51]([F:52])=[C:50]([F:53])[C:49]([F:54])=[C:48]([F:55])[C:47]=4[F:56])=[C:39]([CH:42]([CH3:44])[CH3:43])[CH:40]=3)[CH:35]=[C:34]2[CH3:63])([CH3:31])[CH3:32])=[CH:7][CH:6]=1)([CH3:4])([CH3:2])[CH3:3]. Starting materials: BrC1=CC(=C(C#N)C=C1)\C=C\N(C)C (4-bromo-2-[(E)-2-(dimethylamino)ethenyl]benzonitrile), C(C)(=O)O (acetic acid). Solvent: O (water), Br (Hydrobromic acid). The product is BrC=1C=C2C=CNC(C2=CC1)=O (6-Bromoisoquinolin-1(2H)-one). RXN SMILES: [Br:1][C:2]1[CH:9]=[CH:8][C:5](C#N)=[C:4](/[CH:10]=[CH:11]/[N:12]([CH3:14])C)[CH:3]=1.C(O)(=[O:17])C>Br.O>[Br:1][C:2]1[CH:3]=[C:4]2[C:5](=[CH:8][CH:9]=1)[C:14](=[O:17])[NH:12][CH:11]=[CH:10]2. Procedure details: A solution of 4-bromo-2-[(E)-2-(dimethylamino)ethenyl]benzonitrile (Example 1a, 1.0 g) in 33% Hydrobromic acid in acetic acid (10 mL) under nitrogen was stirred at 80° C. for 4 h. The reaction mixture was diluted with water (250 mL), and the brown solid was filtered off, washed with diethyl ether and dried to afford the subtitle compound (0.70 g) as a solid. The reactants are O (water), CC1N(CCC1)C1=CC=CC(=N1)NC=1C=2N(N=C(C1)C=1C=C(C=CC1)O)C=CN2 (3-(8-(6-(2-methylpyrrolidin-1-yl)pyridin-2-ylamino)imidazo[1,2-b]pyridazin-6-yl)phenol), C(=O)([O-])[O-].[K+].[K+] (K2CO3), CS(=O)(=O)OCCN1CCCCC1 (2-(piperidin-1-yl)ethyl methanesulfonate). Solvent: CN(C)C=O (DMF). Run at temperature 50 celsius. Yields the product CC1N(CCC1)C1=CC=CC(=N1)NC=1C=2N(N=C(C1)C1=CC(=CC=C1)OCCN1CCOCC1)C=CN2 (N-(6-(2-methylpyrrolidin-1-yl)pyridin-2-yl)-6-(3-(2-morpholinoethoxy)phenyl)imidazo[1,2-b]pyridazin-8-amine). The yield is 40.0%. Reaction SMILES: [CH3:1][CH:2]1[CH2:6][CH2:5][CH2:4][N:3]1[C:7]1[N:12]=[C:11]([NH:13][C:14]2[C:15]3[N:16]([CH:27]=[CH:28][N:29]=3)[N:17]=[C:18]([C:20]3[CH:21]=[C:22]([OH:26])[CH:23]=[CH:24][CH:25]=3)[CH:19]=2)[CH:10]=[CH:9][CH:8]=1.C([O-])([O-])=O.[K+].[K+].CS([O:40][CH2:41][CH2:42][N:43]1[CH2:48][CH2:47]C[CH2:45][CH2:44]1)(=O)=O.O>CN(C=O)C>[CH3:1][CH:2]1[CH2:6][CH2:5][CH2:4][N:3]1[C:7]1[N:12]=[C:11]([NH:13][C:14]2[C:15]3[N:16]([CH:27]=[CH:28][N:29]=3)[N:17]=[C:18]([C:20]3[CH:25]=[CH:24][CH:23]=[C:22]([O:26][CH2:45][CH2:44][N:43]4[CH2:42][CH2:41][O:40][CH2:47][CH2:48]4)[CH:21]=3)[CH:19]=2)[CH:10]=[CH:9][CH:8]=1 |f:1.2.3|. Reported procedure: To a mixture of 3-(8-(6-(2-methylpyrrolidin-1-yl)pyridin-2-ylamino)imidazo[1,2-b]pyridazin-6-yl)phenol (40 mg, 0.1 mmol) and K2CO3 (28 mg, 0.2 mmol) in DMF (5 mL) was added 2-(piperidin-1-yl)ethyl methanesulfonate (25 mg, 0.12 mmol). The mixture was heated at 50° C. for 16 h. After cooling, the mixture was poured into water and extracted with EtOAc (10 mL×3). The combined organic layers were washed with brine, then dried over MgSO4. After filtration and concentration, the residue was purified by... Reaction SMILES: [N:1]1[CH:5]([CH:6]2[CH2:11][O:10][CH2:9][CH2:8][N:7]2C(OC(C)(C)C)=O)[N:4]=[N:3][N:2]=1.[ClH:19]>CCOC(C)=O>[ClH:19].[N:4]1[CH:5]([CH:6]2[CH2:11][O:10][CH2:9][CH2:8][NH:7]2)[N:1]=[N:2][N:3]=1 |f:3.4|. The reactants are N1=NN=NC1C1N(CCOC1)C(=O)OC(C)(C)C (Tert-butyl 3-(5H-tetrazol-5-yl)morpholine-4-carboxylate), Cl (HCl). Procedure details: Tert-butyl 3-(5H-tetrazol-5-yl)morpholine-4-carboxylate (2 g, 7.8 mmol) was reacted with a solution of HCl in EtOAc (6 mol/L, 30 mL) according to the procedure as described in Example 18, Step B to give the title compound as a grey solid (1.05 g, 70%). The compound was characterized by the following spectroscopic data: Product: Cl.N1=NN=NC1C1NCCOC1 (3-(5H-tetrazol-5-yl)morpholine hydrochloride). The solvent is CCOC(=O)C (EtOAc). The yield is 70.0%. The reactants are FC1=CC=C(C=C1)NC(=O)C=1C=NC(=NC1)OCC(=O)O ([5-(4-fluorophenylcarbamoyl)pyrimidin-2-yloxy]acetic acid), FC1=CC=C(C=C1)O (4-fluorophenol). The product is FC1=CC=C(C=C1)OC(COC1=NC=C(C=N1)C(NC1=CC=C(C=C1)F)=O)=O ([5-(4-Fluorophenylcarbamoyl)pyrimidin-2-yloxy]acetic acid 4-fluorophenyl ester). Isolated yield 79.0%. As a reaction SMILES: [F:1][C:2]1[CH:7]=[CH:6][C:5]([NH:8][C:9]([C:11]2[CH:12]=[N:13][C:14]([O:17][CH2:18][C:19]([OH:21])=[O:20])=[N:15][CH:16]=2)=[O:10])=[CH:4][CH:3]=1.[F:22][C:23]1[CH:28]=[CH:27][C:26](O)=[CH:25][CH:24]=1>>[F:22][C:23]1[CH:28]=[CH:27][C:26]([O:20][C:19](=[O:21])[CH2:18][O:17][C:14]2[N:13]=[CH:12][C:11]([C:9](=[O:10])[NH:8][C:5]3[CH:4]=[CH:3][C:2]([F:1])=[CH:7][CH:6]=3)=[CH:16][N:15]=2)=[CH:25][CH:24]=1. Reported procedure: The titled compound was prepared from [5-(4-fluorophenylcarbamoyl)pyrimidin-2-yloxy]acetic acid using 4-fluorophenol (17 mg, 0.15 mmol) as the coupling partner. Concentration (no chromatography) yielded 52 mg (79%) of the titled compound. ESI-MS m/z 386 (MH+), 384 (M−H−). The reactants are BrC1=C(C(=C(C(=C1F)F)F)F)F (bromopentafluorobenzene), C(C)[Mg]Br (ethyl magnesium bromide), hydrocarbon magnesium halide, BrC1=C(C(=C(C(=C1F)F)F)F)F (bromopentafluorobenzene). Solvent: C(C)(C)(C)OC (t-butylmethyl ether), COC(C)(C)C (t-butyl methyl ether). Run at time 4 hour. Product: FC1=C(C(=C(C(=C1[Mg]Br)F)F)F)F (pentafluorophenyl magnesium bromide). As a reaction SMILES: C([Mg:3][Br:4])C.Br[C:6]1[C:11]([F:12])=[C:10]([F:13])[C:9]([F:14])=[C:8]([F:15])[C:7]=1[F:16]>C(OC)(C)(C)C>[F:12][C:11]1[C:6]([Mg:3][Br:4])=[C:7]([F:16])[C:8]([F:15])=[C:9]([F:14])[C:10]=1[F:13]. Procedure details: Air inside a reaction vessel of the same type as the one used in Example 1 was replaced with a nitrogen gas in a satisfactory manner, after which 130 ml of a t-butyl methyl ether (chain ether solvent) solution containing 0.198 mol of suspended ethyl magnesium bromide as the hydrocarbon magnesium halide (2) was charged to the reaction vessel. Meanwhile, 0.182 mol of bromopentafluorobenzene was charged to the dropping funnel. Then, bromopentafluorobenzene in the dropping funnel was dropped to the ... Starting materials: CN1CC[C@]23C4=C5C=CC(=C4O[C@H]2C(=O)C=C[C@H]3[C@H]1C5)OC (codeinone), CN1CC[C@]23C4C(=O)C=C[C@]2([C@H]1CC5=C3C(=C(C=C5)OC)O4)O (14-hydroxycodeinone), P(O)(O)(O)=O (phosphoric acid), II. Reported procedure: 25±1 mg of both codeinone and 14-hydroxycodeinone reference materials were weighed and transferred into a 100-mL volumetric flask, diluted to volume and dissolved with ˜0.85% phosphoric acid solution II. RXN SMILES: [CH3:1][N:2]1[C@@H:19]2[CH2:20][C:7]3[CH:8]=[CH:9][C:10]([O:21][CH3:22])=[C:11]4[O:12][C@H:13]5[C:14]([CH:16]=[CH:17][C@@H:18]2[C@:5]5([C:6]=34)[CH2:4][CH2:3]1)=[O:15].[CH3:23][N:24]1[C@@H:34]2[CH2:35][C:36]3[CH:41]=[CH:40][C:39]([O:42][CH3:43])=[C:38]4[O:44][CH:28]5[C:29]([CH:31]=[CH:32][C@:33]2([OH:45])[C@:27]5([C:37]=34)[CH2:26][CH2:25]1)=[O:30].P(=O)(O)(O)O>>[CH3:1][N:2]1[C@@H:19]2[CH2:20][C:7]3[CH:8]=[CH:9][C:10]([O:21][CH3:22])=[C:11]4[O:12][C@H:13]5[C:14]([CH:16]=[CH:17][C@@H:18]2[C@:5]5([C:6]=34)[CH2:4][CH2:3]1)=[O:15].[CH3:23][N:24]1[C@@H:34]2[CH2:35][C:36]3[CH:41]=[CH:40][C:39]([O:42][CH3:43])=[C:38]4[O:44][CH:28]5[C:29]([CH:31]=[CH:32][C@:33]2([OH:45])[C@:27]5([C:37]=34)[CH2:26][CH2:25]1)=[O:30] |f:3.4|. Product: CN1CC[C@]23C4=C5C=CC(=C4O[C@H]2C(=O)C=C[C@H]3[C@H]1C5)OC.CN1CC[C@]23C4C(=O)C=C[C@]2([C@H]1CC5=C3C(=C(C=C5)OC)O4)O (Codeinone 14-Hydroxycodeinone).